Dataset: the Open Reaction Database (ORD), a public repository of structured organic reaction records. Task: describe an organic reaction: reactants, conditions, products, and yield Starting materials: CC(C)C1=CC=C(C=C1)C1=CC(OC2=CC=C(C=C12)C#CC1=CC=C(C(=O)OCC)C=C1)(C)C (ethyl 4-[[4-(4-(1-methylethyl)phenyl)-2,2-dimethyl-(2H)-chromen-6-yl]-ethynyl]-benzoate), CC(C)C1=CC=C(C=C1)C1=CC(OC2=CC=C(C=C12)C#CC1=CC=C(C(=O)OCC)C=C1)(C)C (ethyl 4-[[4-(4-(1-methylethyl)phenyl)-2,2-dimethyl-(2H)-chromen-6-yl]-ethynyl]-benzoate), [OH-].[Na+] (NaOH), aqueous solution, Cl (HCl). The solvent is C1CCOC1 (THF), CCO (EtOH). Conditions: temperature 35 celsius, time 8 hour. Yields the product CC(C)C1=CC=C(C=C1)C1=CC(OC2=CC=C(C=C12)C#CC1=CC=C(C(=O)O)C=C1)(C)C (4-[[4-(4-(1-methylethyl)phenyl)-2,2-dimethyl-(2H)-chromen-6-yl]-ethynyl]benzoic acid). Yield: 84.5%. RXN SMILES: [CH3:1][CH:2]([C:4]1[CH:9]=[CH:8][C:7]([C:10]2[C:19]3[C:14](=[CH:15][CH:16]=[C:17]([C:20]#[C:21][C:22]4[CH:32]=[CH:31][C:25]([C:26]([O:28]CC)=[O:27])=[CH:24][CH:23]=4)[CH:18]=3)[O:13][C:12]([CH3:34])([CH3:33])[CH:11]=2)=[CH:6][CH:5]=1)[CH3:3].[OH-].[Na+].Cl>C1COCC1.CCO>[CH3:3][CH:2]([C:4]1[CH:5]=[CH:6][C:7]([C:10]2[C:19]3[C:14](=[CH:15][CH:16]=[C:17]([C:20]#[C:21][C:22]4[CH:23]=[CH:24][C:25]([C:26]([OH:28])=[O:27])=[CH:31][CH:32]=4)[CH:18]=3)[O:13][C:12]([CH3:34])([CH3:33])[CH:11]=2)=[CH:8][CH:9]=1)[CH3:1] |f:1.2|. Reported procedure: To a solution of ethyl 4-[[4-(4-(1-methylethyl)phenyl)-2,2-dimethyl-(2H)-chromen-6-yl]-ethynyl]-benzoate (Compound 268, 95.0 mg, 0.210 mmol) in 3.0 mL THF and 3.0 mL EtOH was added NaOH (120.0 mg, 3.0 mmol, 3.0 mL of a 1M aqueous solution). The resulting solution was heated to 35° C., cooled to room temperature and stirred overnight. The reaction mixture was acidified with 10% aqueous HCl and extracted with EtOAc. The combined organic layers were washed with H2O, saturated aqueous NaCl, and drie... Starting materials: O (water), ClC1=CC=C(OC2=C3C(=CN=C2)SC(=C3)C(=O)OC)C=C1 (methyl 4-(4-chlorophenoxy)thieno[2,3-c]pyridine-2-carboxylate), CN (methylamine), [H-].[Na+] (NaH). Reaction SMILES: [Cl:1][C:2]1[CH:21]=[CH:20][C:5]([O:6][C:7]2[CH:12]=[N:11][CH:10]=[C:9]3[S:13][C:14]([C:16](OC)=[O:17])=[CH:15][C:8]=23)=[CH:4][CH:3]=1.[CH3:22][NH2:23].[H-].[Na+].O>C1COCC1>[Cl:1][C:2]1[CH:21]=[CH:20][C:5]([O:6][C:7]2[CH:12]=[N:11][CH:10]=[C:9]3[S:13][C:14]([C:16]([NH:23][CH3:22])=[O:17])=[CH:15][C:8]=23)=[CH:4][CH:3]=1 |f:2.3|. Procedure: A solution of Example 61A (100 mg, 0.3135 mmol) and methylamine (2M solution in THF, 0.467 mL, 0.941 mmol) in THF (2 mL) at 0° C. was treated with NaH (12 mg, 0.47 mmol), stirred at room temperature for 1 hour, treated with water (0.1 mL), and concentrated. The residue was purified by flash chromatography on silica gel with 20% acetone/hexane to provide the title compound. Conditions: time 1 hour. Yields the product ClC1=CC=C(OC2=C3C(=CN=C2)SC(=C3)C(=O)NC)C=C1 (4-(4-chlorophenoxy)-N-methylthieno[2,3-c]pyridine-2-carboxamide). The solvent is C1CCOC1 (THF). Starting materials: C(#N)CCCCCCNC(C1=CC=C(C=C1)OC(F)(F)F)=O (N-(6-cyanohexyl)-4-trifluoromethoxybenzamide), Cl (hydrochloride), C(C)O (ethanol), N (ammonia), NCCCCCCCNC(C1=CC=C(C=C1)OC(F)(F)F)=O (N-(7-aminoheptyl)-4-trifluoromethoxybenzamide). The reagents and catalysts are [Ni] (Raney nickel). Product: COC(CCCNC(C1=CC=CC=C1)=O)CCCNC(C1=CC=C(C=C1)OC(F)(F)F)=O (4-Methoxy-4'-trifluoromethoxy-N,N'-heptamethylenebis(benzamide)). Reaction SMILES: [C:1]([CH2:3][CH2:4][CH2:5][CH2:6][CH2:7][CH2:8][NH:9][C:10](=[O:22])[C:11]1[CH:16]=[CH:15][C:14]([O:17][C:18]([F:21])([F:20])[F:19])=[CH:13][CH:12]=1)#[N:2].N.NCCCCCCCN[C:33](=[O:45])[C:34]1[CH:39]=[CH:38][C:37](OC(F)(F)F)=[CH:36][CH:35]=1.Cl.[CH2:47]([OH:49])C>[Ni]>[CH3:47][O:49][CH:5]([CH2:6][CH2:7][CH2:8][NH:9][C:10](=[O:22])[C:11]1[CH:12]=[CH:13][C:14]([O:17][C:18]([F:21])([F:19])[F:20])=[CH:15][CH:16]=1)[CH2:4][CH2:3][CH2:1][NH:2][C:33](=[O:45])[C:34]1[CH:39]=[CH:38][CH:37]=[CH:36][CH:35]=1. Procedure details: A mixture containing 12 g. of N-(6-cyanohexyl)-4-trifluoromethoxybenzamide in 100 ml. of ethanol, 8 g. of ammonia and 4 g. of Raney nickel was hydrogenated at approximately 30° C. for a period of 5 hours. The reaction mixture was filtered and the solvent and excess ammonia were removed by heating in vacuo. The residual material was dissolved in 150 ml. of isopropyl alcohol acidified with ethanolic hydrogen chloride and the solution was concentrated in vacuo to about 100 ml. The solution was cool...